From a dataset of the Open Reaction Database (ORD), a public repository of structured organic reaction records. describe an organic reaction: reactants, conditions, products, and yield The reactants are C(C)(C)(C)C1=CC=C(C=O)C=C1 (4-tert-butylbenzaldehyde), NCC(O)C1=CC=C(C=C1)F ([rac]-2-amino-1-(4-fluoro-phenyl)-ethanol), [BH4-].[Na+] (sodium borohydride). Solvent: O.CCOC(=O)C (water EtOAc), CO (methanol). Conditions: time 5 minute. The product is C(C)(C)(C)C1=CC=C(CNCC(O)C2=CC=C(C=C2)F)C=C1 ([rac]-(4-tert-butyl-benzyl)-[2-(4-fluoro-phenyl)-2-hydroxy-ethyl]-amine). As a reaction SMILES: [C:1]([C:5]1[CH:12]=[CH:11][C:8]([CH:9]=O)=[CH:7][CH:6]=1)([CH3:4])([CH3:3])[CH3:2].[NH2:13][CH2:14][CH:15]([C:17]1[CH:22]=[CH:21][C:20]([F:23])=[CH:19][CH:18]=1)[OH:16].[BH4-].[Na+]>CO.O.CCOC(C)=O>[C:1]([C:5]1[CH:12]=[CH:11][C:8]([CH2:9][NH:13][CH2:14][CH:15]([C:17]2[CH:22]=[CH:21][C:20]([F:23])=[CH:19][CH:18]=2)[OH:16])=[CH:7][CH:6]=1)([CH3:4])([CH3:3])[CH3:2] |f:2.3,5.6|. Procedure: 0.52 ml of 4-tert-butylbenzaldehyde (3.1 mmol) and 320 mg of [rac]-2-amino-1-(4-fluoro-phenyl)-ethanol (2.06 mmol) were dissolved in 15 ml methanol at rt, and after stirring for 5 min at rt, were refluxed for 2 h. After cooling down to rt, 117 mg (3.1 mmol) of sodium borohydride were added and after stirring for 15 min at rt, the reaction mixture was then refluxed for 2 h. After cooling down to rt, the residue was diluted with water/EtOAc. After separation of the organic phase, the aqueous phase... Starting materials: C(C)(=O)N1C(C(C2=CC(=CC=C12)[N+](=O)[O-])=C(C1=CC=CC=C1)OC)=O (1-acetyl-3-(1-methoxy-1-phenyl-methylidene)-5-nitro-2-indolinone), COC1=CC=C(N)C=C1 (4-methoxyaniline). The solvent is ClCCl (dichloromethane), N (ammonia). The product is COC1=CC=C(C=C1)N\C(\C1=CC=CC=C1)=C\1/C(NC2=CC=C(C=C12)[N+](=O)[O-])=O ((Z)-3-[1-(4-methoxyphenylamino)-1-phenyl-methylidene]-5-nitro-2-indolinone). Reaction SMILES: C([N:4]1[C:12]2[C:7](=[CH:8][C:9]([N+:13]([O-:15])=[O:14])=[CH:10][CH:11]=2)[C:6](=[C:16](OC)[C:17]2[CH:22]=[CH:21][CH:20]=[CH:19][CH:18]=2)[C:5]1=[O:25])(=O)C.[CH3:26][O:27][C:28]1[CH:34]=[CH:33][C:31]([NH2:32])=[CH:30][CH:29]=1>ClCCl.N>[CH3:26][O:27][C:28]1[CH:34]=[CH:33][C:31]([NH:32]/[C:16](=[C:6]2\[C:5](=[O:25])[NH:4][C:12]3[C:7]\2=[CH:8][C:9]([N+:13]([O-:15])=[O:14])=[CH:10][CH:11]=3)/[C:17]2[CH:18]=[CH:19][CH:20]=[CH:21][CH:22]=2)=[CH:30][CH:29]=1. Procedure details: Prepared analogously to Example 77 from 1-acetyl-3-(1-methoxy-1-phenyl-methylidene)-5-nitro-2-indolinone and 4-methoxyaniline in dichloromethane and methanolic ammonia. Reactants: ClC1=NC=CC=C1[N+](=O)[O-] (2-chloro-3-nitropyridine), N(C)(C)CCN (Me2NCH2CH2NH2). Solvent: C(C)O (ethanol). Conditions: time 17 hour. Yields the product CN(CCNC1=NC=CC=C1[N+](=O)[O-])C (N,N-Dimethyl-N′-(3-nitropyrid-2-yl)ethane-1,2-diamine). Isolated yield 61.0%. RXN SMILES: Cl[C:2]1[C:7]([N+:8]([O-:10])=[O:9])=[CH:6][CH:5]=[CH:4][N:3]=1.[N:11]([CH2:14][CH2:15][NH2:16])([CH3:13])[CH3:12]>C(O)C>[CH3:12][N:11]([CH3:13])[CH2:14][CH2:15][NH:16][C:2]1[C:7]([N+:8]([O-:10])=[O:9])=[CH:6][CH:5]=[CH:4][N:3]=1. Reported procedure: A solution of 2-chloro-3-nitropyridine (1.76 g, 20.0 mmol) in ethanol is treated with Me2NCH2CH2NH2 (3.17 g, 20.0 mmol), stirred at ambient temperature for 17 h, heated to reflux temperature for 7 h, cooled to room temperature and concentrated in vacuo. The resulting solid residue is triturated with ethanol and suction filtered. The filtercake is air-dried to give the title compound as a yellow solid, 3.20 g (61% yield),. mp 202-203° C., identified by NMR and mass spectral analyses.